This data is from the Open Reaction Database (ORD), a public repository of structured organic reaction records. The task is: describe an organic reaction: reactants, conditions, products, and yield Solvent: ClCCCl (1,2-dichloroethane). Procedure details: To a stirred solution of 3-azido-3-methylbutanoic acid (10 g, 69.8 mmol) in anhydrous 1,2-dichloroethane (50 mL) was added thionyl chloride (10.0 mL, 140 mmol). The flask was fitted with a condenser and the reaction was heated in a 50° C. oil bath for 2 hours. The reaction was concentrated to a brownish-black suspension. The residue was vacuum distilled through a short path distillation apparatus. The forerun was discarded and the major fraction distilled at 66° C. at 18 mbar as a pale yellow li... Reaction SMILES: [N:1]([C:4]([CH3:10])([CH3:9])[CH2:5][C:6](O)=[O:7])=[N+:2]=[N-:3].S(Cl)([Cl:13])=O>ClCCCl>[N:1]([C:4]([CH3:10])([CH3:9])[CH2:5][C:6]([Cl:13])=[O:7])=[N+:2]=[N-:3]. Conditions: temperature 50 celsius. Reactants: N(=[N+]=[N-])C(CC(=O)O)(C)C (3-azido-3-methylbutanoic acid), S(=O)(Cl)Cl (thionyl chloride), liquid. Yields the product N(=[N+]=[N-])C(CC(=O)Cl)(C)C (3-Azido-3-methylbutanoyl chloride). Starting materials: CI, CN(C)C=O, Cl, [H-], [Na+], NC(=O)NC1CCC(O)c2ccccc21. The product is COC1CCC(NC(N)=O)c2ccccc21. RXN SMILES: [CH3:18][I:19].[CH3:21][N:22]([CH3:23])[CH:24]=[O:25].[ClH:20].[H-:16].[Na+:17].[OH:1][CH:2]1[CH2:3][CH2:4][CH:5]([NH:12][C:13](=[O:14])[NH2:15])[c:6]2[cH:7][cH:8][cH:9][cH:10][c:11]21>>[O:1]([CH:2]1[CH2:3][CH2:4][CH:5]([NH:12][C:13](=[O:14])[NH2:15])[c:6]2[cH:7][cH:8][cH:9][cH:10][c:11]21)[CH3:18]. Starting materials: O=C1CCC1, [BH3-]OC(C)=O, CC(=O)O, O=C(c1cc2cc(OC3CCNCC3)ccc2[nH]1)N1CCC(F)(F)CC1, [Na+], C1CCOC1. The product is O=C(c1cc2cc(OC3CCN(C4CCC4)CC3)ccc2[nH]1)N1CCC(F)(F)CC1. RXN SMILES: [C:31]1(=[O:35])[CH2:32][CH2:33][CH2:34]1.[C:36]([O:37][BH3-:38])(=[O:39])[CH3:40].[CH3:27][C:28](=[O:29])[OH:30].[F:1][C:2]1([F:26])[CH2:3][CH2:4][N:5]([C:8](=[O:9])[c:10]2[nH:11][c:12]3[cH:13][cH:14][c:15]([O:19][CH:20]4[CH2:21][CH2:22][NH:23][CH2:24][CH2:25]4)[cH:16][c:17]3[cH:18]2)[CH2:6][CH2:7]1.[Na+:41].[O:42]1[CH2:43][CH2:44][CH2:45][CH2:46]1>>[F:1][C:2]1([F:26])[CH2:3][CH2:4][N:5]([C:8](=[O:9])[c:10]2[nH:11][c:12]3[cH:13][cH:14][c:15]([O:19][CH:20]4[CH2:21][CH2:22][N:23]([CH:31]5[CH2:32][CH2:33][CH2:34]5)[CH2:24][CH2:25]4)[cH:16][c:17]3[cH:18]2)[CH2:6][CH2:7]1.